This data is from the Open Reaction Database (ORD), a public repository of structured organic reaction records. The task is: describe an organic reaction: reactants, conditions, products, and yield Starting materials: resultant mixture, C(C)S(=O)(=O)N1CCC(CC1)C1=CNC2=C(C=C(C=C12)B1OC(C(O1)(C)C)(C)C)C(=O)N (3-[1-(ethylsulfonyl)-4-piperidinyl]-5-(4,4,5,5-tetramethyl-1,3,2-dioxaborolan-2-yl)-1H-indole-7-carboxamide), Cl.BrC=1C=C2CNCC2=CC1 (5-bromo-2,3-dihydro-1H-isoindole hydrochloride), C([O-])([O-])=O.[Cs+].[Cs+] (cesium carbonate). Reagents/catalysts: C=1C=CC(=CC1)[P](C=2C=CC=CC2)(C=3C=CC=CC3)[Pd]([P](C=4C=CC=CC4)(C=5C=CC=CC5)C=6C=CC=CC6)([P](C=7C=CC=CC7)(C=8C=CC=CC8)C=9C=CC=CC9)[P](C=1C=CC=CC1)(C=1C=CC=CC1)C=1C=CC=CC1 (tetrakis(triphenylphosphine)palladium(0)). The solvent is O1CCOCC1 (dioxane), O (water). Product: C1NCC2=CC(=CC=C12)C=1C=C2C(=CNC2=C(C1)C(=O)N)C1CCN(CC1)S(=O)(=O)CC (5-(2,3-dihydro-1H-isoindol-5-yl)-3-[1-(ethylsulfonyl)-4-piperidinyl]-1H-indole-7-carboxamide). Yield: 7.5%. As a reaction SMILES: [CH2:1]([S:3]([N:6]1[CH2:11][CH2:10][CH:9]([C:12]2[C:20]3[C:15](=[C:16]([C:30]([NH2:32])=[O:31])[CH:17]=[C:18](B4OC(C)(C)C(C)(C)O4)[CH:19]=3)[NH:14][CH:13]=2)[CH2:8][CH2:7]1)(=[O:5])=[O:4])[CH3:2].Cl.Br[C:35]1[CH:36]=[C:37]2[C:41](=[CH:42][CH:43]=1)[CH2:40][NH:39][CH2:38]2.C(=O)([O-])[O-].[Cs+].[Cs+]>O1CCOCC1.O.C1C=CC([P]([Pd]([P](C2C=CC=CC=2)(C2C=CC=CC=2)C2C=CC=CC=2)([P](C2C=CC=CC=2)(C2C=CC=CC=2)C2C=CC=CC=2)[P](C2C=CC=CC=2)(C2C=CC=CC=2)C2C=CC=CC=2)(C2C=CC=CC=2)C2C=CC=CC=2)=CC=1>[CH2:38]1[C:37]2[C:41](=[CH:42][C:43]([C:18]3[CH:19]=[C:20]4[C:15](=[C:16]([C:30]([NH2:32])=[O:31])[CH:17]=3)[NH:14][CH:13]=[C:12]4[CH:9]3[CH2:10][CH2:11][N:6]([S:3]([CH2:1][CH3:2])(=[O:4])=[O:5])[CH2:7][CH2:8]3)=[CH:35][CH:36]=2)[CH2:40][NH:39]1 |f:1.2,3.4.5,^1:60,62,81,100|. Procedure: To a solution of 3-[1-(ethylsulfonyl)-4-piperidinyl]-5-(4,4,5,5-tetramethyl-1,3,2-dioxaborolan-2-yl)-1H-indole-7-carboxamide (150 mg, 0.325 mmol) in dioxane (0.75 mL) and water (0.25 mL), was added 5-bromo-2,3-dihydro-1H-isoindole hydrochloride (130 mg, 0.651 mmol), and cesium carbonate (636 mg, 1.952 mmol). The reaction mixture was kept under argon for 10 min before addition of tetrakis(triphenylphosphine)palladium(0) (19 mg, 0.016 mmol). The resultant mixture was heated in a microwave for 20 m... Reactants: COc1nc(OC)nc([N+]2(C)CCOCC2)n1, [Cl-], Cl, CCCOc1cc(F)ccc1C=CC(=O)O, CS(=O)(=O)Nc1c(F)cc(CN)cc1F, O. Yields the product CCCOc1cc(F)ccc1C=CC(=O)NCc1cc(F)c(NS(C)(=O)=O)c(F)c1. RXN SMILES: [CH3:35][O:36][c:37]1[n:38][c:39]([O:40][CH3:41])[n:42][c:43]([N+:44]2([CH3:45])[CH2:46][CH2:47][O:48][CH2:49][CH2:50]2)[n:51]1.[Cl-:34].[ClH:16].[F:17][c:18]1[cH:19][c:20]([O:29][CH2:30][CH2:31][CH3:32])[c:21]([CH:24]=[CH:25][C:26](=[O:27])[OH:28])[cH:22][cH:23]1.[NH2:1][CH2:2][c:3]1[cH:4][c:5]([F:15])[c:6]([NH:10][S:11](=[O:12])(=[O:13])[CH3:14])[c:7]([F:9])[cH:8]1.[OH2:33]>>[NH:1]([CH2:2][c:3]1[cH:4][c:5]([F:15])[c:6]([NH:10][S:11](=[O:12])(=[O:13])[CH3:14])[c:7]([F:9])[cH:8]1)[C:26]([CH:25]=[CH:24][c:21]1[c:20]([O:29][CH2:30][CH2:31][CH3:32])[cH:19][c:18]([F:17])[cH:23][cH:22]1)=[O:27].